From a dataset of the Open Reaction Database (ORD), a public repository of structured organic reaction records. describe an organic reaction: reactants, conditions, products, and yield The reactants are FC12C(NC=3C(=CC=CC3C1CCC2)F)=O (3a,6-difluoro-1,2,3,3a,5,9b-hexahydrocyclopenta[c]quinolin-4-one), COC=1C=CC(=CC1)P2(=S)SP(=S)(S2)C=3C=CC(=CC3)OC (Lawesson's reagent). The solvent is C1CCOC1 (THF). The product is FC12C(NC=3C(=CC=CC3C1CCC2)F)=S (3a,6-Difluoro-1,2,3,3a,5,9b-hexahydrocyclopenta[c]quinoline-4-thione). Reaction SMILES: [F:1][C:2]12[CH2:14][CH2:13][CH2:12][CH:11]1[C:10]1[CH:9]=[CH:8][CH:7]=[C:6]([F:15])[C:5]=1[NH:4][C:3]2=O.COC1C=CC(P2(SP(C3C=CC(OC)=CC=3)(=S)S2)=[S:26])=CC=1>C1COCC1>[F:1][C:2]12[CH2:14][CH2:13][CH2:12][CH:11]1[C:10]1[CH:9]=[CH:8][CH:7]=[C:6]([F:15])[C:5]=1[NH:4][C:3]2=[S:26]. Reported procedure: A solution of 60 mg (0.27 mmol) of 3a,6-difluoro-1,2,3,3a,5,9b-hexahydrocyclopenta[c]quinolin-4-one in 15 ml of THF is mixed with 288 mg (0.71 mmol) of Lawesson's reagent and refluxed for 1.5 hours. Then, the reaction mixture is concentrated by evaporation, and the residue is purified by column chromatography on silica gel (eluant: hexane-ethyl acetate): 50 mg of product. The reactants are C1COCCO1, CC(C)(C)[O-], CCOC(C)=O, CN(C)c1nc(Cl)nc2cscc12, NN1CCCC1, NC1CN(C(=O)Cc2ccc(OC(F)(F)F)cc2)CC1O, [Na+], O=C(C=Cc1ccccc1)C=Cc1ccccc1, O=C(C=Cc1ccccc1)C=Cc1ccccc1, O=C(C=Cc1ccccc1)C=Cc1ccccc1, O, [Pd], [Pd]. Product: CN(C)c1nc(NC2CN(C(=O)Cc3ccc(OC(F)(F)F)cc3)CC2O)nc2cscc12. Reaction SMILES: [CH2:110]1[O:111][CH2:112][CH2:113][O:114][CH2:115]1.[CH3:41][C:42]([CH3:43])([O-:44])[CH3:45].[CH3:47][CH2:48][O:49][C:50](=[O:51])[CH3:52].[Cl:7][c:8]1[n:9][c:10]([N:17]([CH3:18])[CH3:19])[c:11]2[c:12]([n:13]1)[cH:14][s:15][cH:16]2.[NH2:1][N:2]1[CH2:3][CH2:4][CH2:5][CH2:6]1.[NH2:20][CH:21]1[CH2:22][N:23]([C:27]([CH2:28][c:29]2[cH:30][cH:31][c:32]([O:35][C:36]([F:37])([F:38])[F:39])[cH:33][cH:34]2)=[O:40])[CH2:24][CH:25]1[OH:26].[Na+:46].[O:56]=[C:57]([CH:58]=[CH:59][c:60]1[cH:61][cH:62][cH:63][cH:64][cH:65]1)[CH:66]=[CH:67][c:68]1[cH:69][cH:70][cH:71][cH:72][cH:73]1.[O:74]=[C:75]([CH:76]=[CH:77][c:78]1[cH:79][cH:80][cH:81][cH:82][cH:83]1)[CH:84]=[CH:85][c:86]1[cH:87][cH:88][cH:89][cH:90][cH:91]1.[O:92]=[C:93]([CH:94]=[CH:95][c:96]1[cH:97][cH:98][cH:99][cH:100][cH:101]1)[CH:102]=[CH:103][c:104]1[cH:105][cH:106][cH:107][cH:108][cH:109]1.[OH2:53].[Pd:54].[Pd:55]>>[c:8]1([NH:20][CH:21]2[CH2:22][N:23]([C:27]([CH2:28][c:29]3[cH:30][cH:31][c:32]([O:35][C:36]([F:37])([F:38])[F:39])[cH:33][cH:34]3)=[O:40])[CH2:24][CH:25]2[OH:26])[n:9][c:10]([N:17]([CH3:18])[CH3:19])[c:11]2[c:12]([n:13]1)[cH:14][s:15][cH:16]2. Reactants: [OH-].[K+] (potassium hydroxide), C(C)O (ethyl alcohol), ClCC1=CC=C(C(=O)C2=CC=CC=C2)C=C1 (4-(chloromethyl)benzophenone). Product: C(C)OCC1=CC=C(C(=O)C2=CC=CC=C2)C=C1 (4-(ethoxymethyl)benzophenone). Isolated yield 84.0%. RXN SMILES: [OH-].[K+].Cl[CH2:4][C:5]1[CH:18]=[CH:17][C:8]([C:9]([C:11]2[CH:16]=[CH:15][CH:14]=[CH:13][CH:12]=2)=[O:10])=[CH:7][CH:6]=1.[CH2:19]([OH:21])[CH3:20]>>[CH2:19]([O:21][CH2:4][C:5]1[CH:18]=[CH:17][C:8]([C:9]([C:11]2[CH:16]=[CH:15][CH:14]=[CH:13][CH:12]=2)=[O:10])=[CH:7][CH:6]=1)[CH3:20] |f:0.1|. Procedure details: To 1 liter of absolute ethyl alcohol was added 80 grams (1.2 moles) of 85% potassium hydroxide pellets with mechanical stirring. The amount of 115 grams (0.5 moles) of 4-(chloromethyl)benzophenone was added to the resulting warm solution. The reaction mixture was refluxed for three hours, filtered with suction, and concentrated. Water was added and the lower oily layer was separated and distilled to provide 102 grams (84% yield) of 4-(ethoxymethyl)benzophenone. Infrared analysis revealed the pre... The reactants are Br, CCOC(C)=O, CC(=O)O, O=C1NC(=O)C(Cc2ccc3oc(Cc4ccc(OCc5ccccc5)cc4)nc3c2)S1, O. Product: O=C1NC(=O)C(Cc2ccc3oc(Cc4ccc(O)cc4)nc3c2)S1. RXN SMILES: [BrH:33].[CH3:34][CH2:35][O:36][C:37](=[O:38])[CH3:39].[CH3:41][C:42](=[O:43])[OH:44].[O:1]=[C:2]1[S:3][CH:4]([CH2:8][c:9]2[cH:10][cH:11][c:12]3[c:13]([n:14][c:15]([CH2:17][c:18]4[cH:19][cH:20][c:21]([O:24][CH2:25][c:26]5[cH:27][cH:28][cH:29][cH:30][cH:31]5)[cH:22][cH:23]4)[o:16]3)[cH:32]2)[C:5](=[O:7])[NH:6]1.[OH2:40]>>[O:1]=[C:2]1[S:3][CH:4]([CH2:8][c:9]2[cH:10][cH:11][c:12]3[c:13]([n:14][c:15]([CH2:17][c:18]4[cH:19][cH:20][c:21]([OH:24])[cH:22][cH:23]4)[o:16]3)[cH:32]2)[C:5](=[O:7])[NH:6]1. Starting materials: N(=NC(=O)OC(C)C)C(=O)OC(C)C (diisopropyl azodicarboxylate), O1CCC(CC1)CO (tetrahydro-2H-pyran-4-ylmethanol), ClC1=NC(=C2NC=NC2=N1)Cl (2,6-dichloropurine), C1(=CC=CC=C1)P(C1=CC=CC=C1)C1=CC=CC=C1 (triphenylphosphine). The solvent is C1CCOC1 (THF). Conditions: time 8 hour. The product is ClC1=NC(=C2N=CN(C2=N1)CC1CCOCC1)Cl (2,6-Dichloro-9-(tetrahydro-2H-pyran-4-ylmethyl)-9H-purine). Reaction SMILES: [O:1]1[CH2:6][CH2:5][CH:4]([CH2:7]O)[CH2:3][CH2:2]1.[Cl:9][C:10]1[N:18]=[C:17]2[C:13]([NH:14][CH:15]=[N:16]2)=[C:12]([Cl:19])[N:11]=1.C1(P(C2C=CC=CC=2)C2C=CC=CC=2)C=CC=CC=1.N(C(OC(C)C)=O)=NC(OC(C)C)=O>C1COCC1>[Cl:9][C:10]1[N:18]=[C:17]2[C:13]([N:14]=[CH:15][N:16]2[CH2:7][CH:4]2[CH2:5][CH2:6][O:1][CH2:2][CH2:3]2)=[C:12]([Cl:19])[N:11]=1. Procedure: A mixture of tetrahydro-2H-pyran-4-ylmethanol (2.44 g) and 2,6-dichloropurine (1.97 g) was dissolved in dry THF (25 mL). To this solution was added triphenylphosphine (5.51 g), followed by diisopropyl azodicarboxylate (4.14 mL) added drop wise. The temperature of the reaction was kept below 43° C. (some cooling with a water bath was required). The reaction was stirred overnight at ambient temperature before being quenched with water (100 mL) and extracted into ethyl acetate (50 mL, twice). The s... Reactants: CC(=O)OCCOc1ccc(C)cc1C1NC(=O)CC(c2cccc(Cl)c2)C12C(=O)Nc1cc(Cl)ccc12, CO, Cl, [Na+], C1CCOC1, [OH-]. The product is Cc1ccc(OCCO)c(C2NC(=O)CC(c3cccc(Cl)c3)C23C(=O)Nc2cc(Cl)ccc23)c1. RXN SMILES: [C:1](=[O:2])([CH3:3])[O:4][CH2:5][CH2:6][O:7][c:8]1[c:9]([CH:15]2[NH:16][C:17](=[O:38])[CH2:18][CH:19]([c:31]3[cH:32][c:33]([Cl:37])[cH:34][cH:35][cH:36]3)[C:20]23[C:21](=[O:30])[NH:22][c:23]2[cH:24][c:25]([Cl:29])[cH:26][cH:27][c:28]23)[cH:10][c:11]([CH3:14])[cH:12][cH:13]1.[CH3:47][OH:48].[ClH:41].[Na+:40].[O:42]1[CH2:43][CH2:44][CH2:45][CH2:46]1.[OH-:39]>>[OH:4][CH2:5][CH2:6][O:7][c:8]1[c:9]([CH:15]2[NH:16][C:17](=[O:38])[CH2:18][CH:19]([c:31]3[cH:32][c:33]([Cl:37])[cH:34][cH:35][cH:36]3)[C:20]23[C:21](=[O:30])[NH:22][c:23]2[cH:24][c:25]([Cl:29])[cH:26][cH:27][c:28]23)[cH:10][c:11]([CH3:14])[cH:12][cH:13]1.